This data is from the Open Reaction Database (ORD), a public repository of structured organic reaction records. The task is: describe an organic reaction: reactants, conditions, products, and yield Procedure details: 4-Oxo-1,2,3,4-tetrahydronaphthalene-1-carboxylic acid (3.50 g, 18.4 mmol) in THF (18.4 ml) was added to a dry flask and the solution was purged and then evacuated with argon. Sodium borohydride (1.74 g, 46.0 mmol) was added in one portion and the mixture was stirred at room temperature overnight. The reaction was diluted with aqueous HCl and the mixture was extracted with EtOAc (3×). The organic layer was dried over anhydrous magnesium sulfate and concentrated under reduced pressure. The resulti... Reaction conditions: time 8 hour. Reactants: [BH4-].[Na+] (Sodium borohydride), O=C1CCC(C2=CC=CC=C12)C(=O)O (4-Oxo-1,2,3,4-tetrahydronaphthalene-1-carboxylic acid), C[Si](C)(C)C=[N+]=[N-] (Trimethylsilyldiazomethane). Product: OC1CCC(C2=CC=CC=C12)C(=O)OC (methyl 4-hydroxy-1,2,3,4-tetrahydronaphthalene-1-carboxylate). Run in Cl (HCl), C1CCOC1 (THF). As a reaction SMILES: [O:1]=[C:2]1[C:11]2[C:6](=[CH:7][CH:8]=[CH:9][CH:10]=2)[CH:5]([C:12]([OH:14])=[O:13])[CH2:4][CH2:3]1.[BH4-].[Na+].[CH3:17][Si](C=[N+]=[N-])(C)C>C1COCC1.Cl>[OH:1][CH:2]1[C:11]2[C:6](=[CH:7][CH:8]=[CH:9][CH:10]=2)[CH:5]([C:12]([O:14][CH3:17])=[O:13])[CH2:4][CH2:3]1 |f:1.2|. The reactants are C1CCNCC1, CC(=O)CC(C)=O, CC(C)O, O=CO, CS(=O)(=O)c1ccc(C=O)cc1Cl. Yields the product CC(=O)C(=Cc1ccc(S(C)(=O)=O)c(Cl)c1)C(C)=O. As a reaction SMILES: [CH2:14]1[CH2:15][CH2:16][NH:17][CH2:18][CH2:19]1.[CH3:23][C:24]([CH2:25][C:26]([CH3:27])=[O:28])=[O:29].[CH3:30][CH:31]([OH:32])[CH3:33].[CH:20]([OH:21])=[O:22].[Cl:1][c:2]1[cH:3][c:4]([CH:5]=[O:6])[cH:7][cH:8][c:9]1[S:10](=[O:11])(=[O:12])[CH3:13]>>[Cl:1][c:2]1[cH:3][c:4]([CH:5]=[C:25]([C:24]([CH3:23])=[O:29])[C:26]([CH3:27])=[O:28])[cH:7][cH:8][c:9]1[S:10](=[O:11])(=[O:12])[CH3:13]. Starting materials: NC1=CC(=C(NC1=O)C1=CC=C(C=C1)C1(CCC1)NC(OC(C)(C)C)=O)C1=CC=CC=C1 (tert-butyl 1-(4-(5-amino-6-oxo-3-phenyl-1,6-dihydropyridin-2-yl)phenyl)cyclobutylcarbamate), CCN(C(C)C)C(C)C (DIPEA), ClC(C(=O)Cl)C (2-chloropropanoyl chloride), C([O-])(O)=O.[Na+] (Sodium bicarbonate). The solvent is C1CCOC1 (THF), C1CCOC1 (THF). The product is C(C)(C)(C)OC(NC1(CCC1)C1=CC=C(C=C1)C=1C(=CC2=C(OC(C(N2)=O)C)N1)C1=CC=CC=C1)=O (tert-butyl(1-(4-(3-methyl-2-oxo-7-phenyl-2,3-dihydro-1H-pyrido[2,3-b][1,4]oxazin-6-yl)phenyl)cyclobutyl)carbamate). The yield is 78.0%. As a reaction SMILES: [NH2:1][C:2]1[C:7](=[O:8])[NH:6][C:5]([C:9]2[CH:14]=[CH:13][C:12]([C:15]3([NH:19][C:20](=[O:26])[O:21][C:22]([CH3:25])([CH3:24])[CH3:23])[CH2:18][CH2:17][CH2:16]3)=[CH:11][CH:10]=2)=[C:4]([C:27]2[CH:32]=[CH:31][CH:30]=[CH:29][CH:28]=2)[CH:3]=1.CCN(C(C)C)C(C)C.Cl[CH:43]([CH3:47])[C:44](Cl)=[O:45].C(=O)(O)[O-].[Na+]>C1COCC1>[C:22]([O:21][C:20](=[O:26])[NH:19][C:15]1([C:12]2[CH:11]=[CH:10][C:9]([C:5]3[C:4]([C:27]4[CH:32]=[CH:31][CH:30]=[CH:29][CH:28]=4)=[CH:3][C:2]4[NH:1][C:44](=[O:45])[CH:43]([CH3:47])[O:8][C:7]=4[N:6]=3)=[CH:14][CH:13]=2)[CH2:18][CH2:17][CH2:16]1)([CH3:25])([CH3:24])[CH3:23] |f:3.4|. Procedure: A solution of tert-butyl 1-(4-(5-amino-6-oxo-3-phenyl-1,6-dihydropyridin-2-yl)phenyl)cyclobutylcarbamate (0.5 g, 1.159 mmol) in THF (Volume: 20 ml) was added DIPEA (1.01 ml) followed by the addition of 2-chloropropanoyl chloride (0.235 g, 1.854 mmol) in THF (5 ml) in dropwise at 0 degree over 1 h. The resulted mixture was stirred at r.t. over night. Sodium bicarbonate saturated solution (30 ml) was added. The resulted mixture was heated to reflux for 16 h. The reaction mixture was cooled down to... Product: O=C(Nc1cc(-c2ccccc2)ccc1O)c1ccc(Cl)c([N+](=O)[O-])c1. RXN SMILES: [N+:1](=[O:2])([O-:3])[c:4]1[cH:5][c:6]([C:7](=[O:8])[Cl:9])[cH:10][cH:11][c:12]1[Cl:13].[c:14]1(-[c:20]2[cH:21][c:22]([NH2:27])[c:23]([OH:26])[cH:24][cH:25]2)[cH:15][cH:16][cH:17][cH:18][cH:19]1>>[N+:1](=[O:2])([O-:3])[c:4]1[cH:5][c:6]([C:7](=[O:8])[NH:27][c:22]2[cH:21][c:20](-[c:14]3[cH:15][cH:16][cH:17][cH:18][cH:19]3)[cH:25][cH:24][c:23]2[OH:26])[cH:10][cH:11][c:12]1[Cl:13]. Reactants: O=C(Cl)c1ccc(Cl)c([N+](=O)[O-])c1, Nc1cc(-c2ccccc2)ccc1O. Reactants: C(C(=O)OCC)(=O)OCC (diethyl oxalate), N(N)C1=NC2=CC=CC=C2C=C1 (2-hydrazinoquinoline). The product is C1(=NN=C2N1C1=CC=CC=C1C=C2)C(=O)OCC (Ethyl s-triazolo(4,3-a)quinoline-1-carboxylate). RXN SMILES: [C:1]([O:8][CH2:9][CH3:10])(=[O:7])[C:2](OCC)=O.[NH:11]([C:13]1[CH:22]=[CH:21][C:20]2[C:15](=[CH:16][CH:17]=[CH:18][CH:19]=2)[N:14]=1)[NH2:12]>>[C:2]1([C:1]([O:8][CH2:9][CH3:10])=[O:7])[N:14]2[C:15]3[C:20]([CH:21]=[CH:22][C:13]2=[N:11][N:12]=1)=[CH:19][CH:18]=[CH:17][CH:16]=3. Procedure details: Ethyl s-triazolo(4,3-a)quinoline-1-carboxylate was prepared by reacting diethyl oxalate with 2-hydrazinoquinoline, in the manner described in Examples 1 and 2. Procedure details: To a mixture of 4-methoxyindole (1.26 g, 8.57 mmol), powdered potassium hydroxide (10.05 g, 0.179 mol) and dry dimethylformamide (20 mL) at 15° C. under argon was added, portionwise over 0.2 h, hydroxylamine-O-sulfonic acid. Internal temperature was kept ≦30° C. by external ice bath cooling. The mixture was stirred at 20° C. for 4 h, then was extracted with toluene (4×50 mL). The combined extracts were washed with water (4×50 mL) and brine (50 mL), then dried (Na2SO4) and evaporated in vacuo to ... Isolated yield 56.0%. Run at temperature 20 celsius, time 4 hour. Starting materials: COC1=C2C=CNC2=CC=C1 (4-methoxyindole), [OH-].[K+] (potassium hydroxide), NOS(=O)(=O)O (hydroxylamine-O-sulfonic acid). Product: NN1C=CC2=C(C=CC=C12)OC (1-amino-4-methoxyindole). Reaction SMILES: [CH3:1][O:2][C:3]1[CH:11]=[CH:10][CH:9]=[C:8]2[C:4]=1[CH:5]=[CH:6][NH:7]2.[OH-].[K+].[NH2:14]OS(O)(=O)=O>CN(C)C=O>[NH2:14][N:7]1[C:8]2[C:4](=[C:3]([O:2][CH3:1])[CH:11]=[CH:10][CH:9]=2)[CH:5]=[CH:6]1 |f:1.2|. The solvent is CN(C=O)C (dimethylformamide). Reactants: BrC(Br)(Br)Br, [CH3], ClCCl, CCCN(c1cc(CO)cc(COCC(C)(N)Cc2ccccc2)c1)S(C)(=O)=O, c1ccc(P(c2ccccc2)c2ccccc2)cc1. The product is CCCN(c1cc(CBr)cc(COCC(C)(N)Cc2ccccc2)c1)S(C)(=O)=O. Reaction SMILES: [C:31]([Br:32])([Br:33])([Br:34])[Br:35].[CH3:1].[Cl:55][CH2:56][Cl:57].[NH2:2][C:3]([CH2:4][O:5][CH2:6][c:7]1[cH:8][c:9]([N:15]([S:16](=[O:17])(=[O:18])[CH3:19])[CH2:20][CH2:21][CH3:22])[cH:10][c:11]([CH2:13][OH:14])[cH:12]1)([CH2:23][c:24]1[cH:25][cH:26][cH:27][cH:28][cH:29]1)[CH3:30].[c:36]1([P:37]([c:38]2[cH:39][cH:40][cH:41][cH:42][cH:43]2)[c:44]2[cH:45][cH:46][cH:47][cH:48][cH:49]2)[cH:50][cH:51][cH:52][cH:53][cH:54]1>>[NH2:2][C:3]([CH2:4][O:5][CH2:6][c:7]1[cH:8][c:9]([N:15]([S:16](=[O:17])(=[O:18])[CH3:19])[CH2:20][CH2:21][CH3:22])[cH:10][c:11]([CH2:13][Br:32])[cH:12]1)([CH2:23][c:24]1[cH:25][cH:26][cH:27][cH:28][cH:29]1)[CH3:30].